This data is from the Open Reaction Database (ORD), a public repository of structured organic reaction records. The task is: describe an organic reaction: reactants, conditions, products, and yield Procedure: To a solution of 5,6,7,8-tetrahydro-3-methylquinoline (3g) in THF (20ml) at 0° C under nitrogen was added 1.7 molar n-BuLi/hexane solution (12ml) followed by benzonitrile (2ml). The mixture was stirred at ambient temperature 1/2h then 2N HCl was added and the mixture was stirred a further 15 min. The aqueous layer was separated and washed with ether then basified and extracted with chloroform. The extracts were dried (MgSO4) and evaporated. The product was purified by chromatography, first on fl... Run at time 15 minute. RXN SMILES: [CH3:1][C:2]1[CH:3]=[N:4][C:5]2[CH2:6][C:7](C)(C)[CH2:8][CH2:9][C:10]=2[CH:11]=1.[Li]CCCC.[CH3:19][CH2:20][CH2:21][CH2:22][CH2:23][CH3:24].C(#N)C1C=CC=CC=1.[ClH:33].C1C[O:37][CH2:36]C1>>[ClH:33].[C:36]([CH:6]1[C:5]2[N:4]=[CH:3][C:2]([CH3:1])=[CH:11][C:10]=2[CH2:9][CH2:8][CH2:7]1)(=[O:37])[C:21]1[CH:20]=[CH:19][CH:24]=[CH:23][CH:22]=1 |f:1.2,6.7|. Reactants: 1/2h, Cl (HCl), CC=1C=NC=2CC(CCC2C1)(C)C (5,6,7,8-Tetrahydro-3,7,7-trimethylquinoline), [Li]CCCC.CCCCCC (n-BuLi hexane), C1CCOC1 (THF), C(C1=CC=CC=C1)#N (benzonitrile). The product is Cl.C(C1=CC=CC=C1)(=O)C1CCCC=2C=C(C=NC12)C (8-benzoyl-5,6,7,8-tetrahydro-3-methylquinoline hydrochloride). The reactants are NC=1N=CC2=C(N1)NC(C(=C2)C2=C(C=CC=C2Cl)Cl)=O (2-amino-6-(2,6-dichlorophenyl)-pyrido[2,3-d]pyrimidin-7(8H)-one), [H-].[Na+] (NaH), ClCCCC1=CC=CC=C1 (1-Chloro-3-phenylpropane). The solvent is C(C)(=O)OCC (ethyl acetate), CN(C=O)C (dimethylformamide). Reaction conditions: temperature 60 celsius. The product is NC=1N=CC2=C(N1)N(C(C(=C2)C2=C(C=CC=C2Cl)Cl)=O)CCCC2=CC=CC=C2 (2-amino-6-(2,6-dichlorophenyl)-8-(3-phenylpropyl)-8H-pyrido[2,3-d]pyrimidin-7-one). Yield: 57.2%. RXN SMILES: [H-].[Na+].[NH2:3][C:4]1[N:5]=[CH:6][C:7]2[CH:13]=[C:12]([C:14]3[C:19]([Cl:20])=[CH:18][CH:17]=[CH:16][C:15]=3[Cl:21])[C:11](=[O:22])[NH:10][C:8]=2[N:9]=1.Cl[CH2:24][CH2:25][CH2:26][C:27]1[CH:32]=[CH:31][CH:30]=[CH:29][CH:28]=1>CN(C)C=O.C(OCC)(=O)C>[NH2:3][C:4]1[N:5]=[CH:6][C:7]2[CH:13]=[C:12]([C:14]3[C:15]([Cl:21])=[CH:16][CH:17]=[CH:18][C:19]=3[Cl:20])[C:11](=[O:22])[N:10]([CH2:24][CH2:25][CH2:26][C:27]3[CH:32]=[CH:31][CH:30]=[CH:29][CH:28]=3)[C:8]=2[N:9]=1 |f:0.1|. Reported procedure: To a suspension of NaH (60% in mineral oil, 58 mg) in 10 mL of dimethylformamide was added 2-amino-6-(2,6-dichlorophenyl)-pyrido[2,3-d]pyrimidin-7(8H)-one (320 mg, 1.04 mmol). The mixture was heated to 60° C. resulting in a clear solution. 1-Chloro-3-phenylpropane (260 μL, 1.81 mmol) was added, and the reaction mixture was heated at 60° C. for 35 minutes, then poured onto ice water. The resulting gummy solid was dissolved in ethyl acetate, washed with water, and dried over magnesium sulfate. Fil... The reactants are CC1=NSC(=C1[N+](=O)[O-])NC(=O)C1=C(C(=O)OC)C=CC=C1 (Methyl 2-((3-methyl-4-nitroisothiazol-5-yl)carbamoyl)benzoate), [H][H] (hydrogen). The reagents and catalysts are [Pd] (Pd/C). Solvent: CO (MeOH). Yields the product NC=1C(=NSC1NC(=O)C1=C(C(=O)OC)C=CC=C1)C (methyl 2-((4-amino-3-methylisothiazol-5-yl)carbamoyl)benzoate). RXN SMILES: [CH3:1][C:2]1[C:6]([N+:7]([O-])=O)=[C:5]([NH:10][C:11]([C:13]2[CH:22]=[CH:21][CH:20]=[CH:19][C:14]=2[C:15]([O:17][CH3:18])=[O:16])=[O:12])[S:4][N:3]=1.[H][H]>CO.[Pd]>[NH2:7][C:6]1[C:2]([CH3:1])=[N:3][S:4][C:5]=1[NH:10][C:11]([C:13]1[CH:22]=[CH:21][CH:20]=[CH:19][C:14]=1[C:15]([O:17][CH3:18])=[O:16])=[O:12]. Procedure details: Methyl 2-((3-methyl-4-nitroisothiazol-5-yl)carbamoyl)benzoate was suspended in MeOH (30 mL), Pd/C 10% (477.1 mg, 4.483 mmol) was added and the mixture was hydrogenated at RT under 1 atm of hydrogen (balloon pressure) for 2 h. The catalyst was filtered off and the mixture was concentrated in vacuo, yielding methyl 2-((4-amino-3-methylisothiazol-5-yl)carbamoyl)benzoate. (150 mg, 100%). MS (ES+) 292.1. Starting materials: NCCN1C(=CC=2CCC(CC12)(F)F)C(=O)OCC (Ethyl 1-(2-Aminoethyl)-6,6-difluoro-4,5,6,7-tetrahydro-1H-indole-2-carboxylate), C(C)(=O)O (acetic acid). The solvent is C1(=CC=CC=C1)C (toluene). The product is FC1(CCC=2C=C3N(C2C1)CCNC3=O)F (7,7-difluoro-1H,2H,3H,4H,6H,7H,8H,9H-pyrazino[1,2-a]indol-1-one). Isolated yield 53.3%. Reaction SMILES: [NH2:1][CH2:2][CH2:3][N:4]1[C:12]2[CH2:11][C:10]([F:14])([F:13])[CH2:9][CH2:8][C:7]=2[CH:6]=[C:5]1[C:15]([O:17]CC)=O.C(O)(=O)C>C1(C)C=CC=CC=1>[F:13][C:10]1([F:14])[CH2:11][C:12]2[N:4]3[CH2:3][CH2:2][NH:1][C:15](=[O:17])[C:5]3=[CH:6][C:7]=2[CH2:8][CH2:9]1. Procedure details: Into a 250-mL round-bottom flask was placed a solution of 113n (10 g, 36.73 mmol, 1.00 equiv) in toluene (100 mL) and acetic acid (1.1 g, 18.32 mmol, 0.50 equiv). See FIG. 14. The resulting solution was heated to reflux for 2 h, cooled and concentrated under vacuum. The residue was triturated in 100 mL of dry ether. The crude product was purified by recrystallization from ethanol to afford 4.43 g (53%) of 113o as a white solid. MS-ESI: [M+H]+ 227. 1H NMR (300 MHz, DMSO) δ 2.10-2.24 (2H, m), 2.59... Starting materials: Cl.CNCC1=CC(=C(S1)C(=O)C1=CC=CC=C1)C1=CC=CC=C1 ({5-[(methylamino)methyl]-3-phenyl-2-thienyl}(phenyl)methanone hydrochloride), [BH4-].[Na+] (sodium borohydride). The solvent is O1CCCC1 (tetrahydrofuran), CO (methanol). Reaction conditions: time 3 hour. Product: CNCC1=CC(=C(S1)C(O)C1=CC=CC=C1)C1=CC=CC=C1 ({5-[(methylamino)methyl]-3-phenyl-2-thienyl}(phenyl)methanol). Isolated yield 43.0%. RXN SMILES: Cl.[CH3:2][NH:3][CH2:4][C:5]1[S:9][C:8]([C:10]([C:12]2[CH:17]=[CH:16][CH:15]=[CH:14][CH:13]=2)=[O:11])=[C:7]([C:18]2[CH:23]=[CH:22][CH:21]=[CH:20][CH:19]=2)[CH:6]=1.[BH4-].[Na+]>O1CCCC1.CO>[CH3:2][NH:3][CH2:4][C:5]1[S:9][C:8]([CH:10]([C:12]2[CH:17]=[CH:16][CH:15]=[CH:14][CH:13]=2)[OH:11])=[C:7]([C:18]2[CH:23]=[CH:22][CH:21]=[CH:20][CH:19]=2)[CH:6]=1 |f:0.1,2.3|. Reported procedure: The free base of {5-[(methylamino)methyl]-3-phenyl-2-thienyl}(phenyl)methanone (274 mg) obtained in Example 13 was dissolved in tetrahydrofuran (3 mL) and methanol (2 mL), and sodium borohydride (51 mg) was added at room temperature. After stirring for 3 hr, the solvent was evaporated under reduced pressure, water was added to the residue, and the mixture was extracted with ethyl acetate. The extract was washed with saturated brine, dried over anhydrous sodium sulfate, and concentrated under red...